Dataset: the Open Reaction Database (ORD), a public repository of structured organic reaction records. Task: describe an organic reaction: reactants, conditions, products, and yield Reactants: C[Si](C)(C)[N-][Si](C)(C)C, CNC(=O)c1ccc(-c2cc3nccc(Oc4ccc(Cl)nc4)c3s2)cc1, Cl, [Li+]. Product: CNC(=O)c1ccc(-c2cc3nccc(Oc4ccc(N)nc4)c3s2)cc1. As a reaction SMILES: [CH3:28][Si:29]([N-:32][Si:30]([CH3:31])([CH3:33])[CH3:34])([CH3:35])[CH3:36].[Cl:1][c:2]1[cH:3][cH:4][c:5]([O:8][c:9]2[c:10]3[c:11]([n:12][cH:13][cH:14]2)[cH:15][c:16](-[c:18]2[cH:19][cH:20][c:21]([C:22](=[O:23])[NH:24][CH3:25])[cH:26][cH:27]2)[s:17]3)[cH:6][n:7]1.[ClH:38].[Li+:37]>>[c:2]1([NH2:32])[cH:3][cH:4][c:5]([O:8][c:9]2[c:10]3[c:11]([n:12][cH:13][cH:14]2)[cH:15][c:16](-[c:18]2[cH:19][cH:20][c:21]([C:22](=[O:23])[NH:24][CH3:25])[cH:26][cH:27]2)[s:17]3)[cH:6][n:7]1. Starting materials: Cl (hydrochloric acid), C1(=CC=C(C=C1)C(C(=O)OCC=C)C1=CC=C(C=C1)C)C (allyl 2,2-bis(p-tolyl)acetate), [H-].[Na+] (sodium hydride), C1(=CC=CC=C1)C (toluene), C1(=CC=CC=C1)C (toluene). Product: C1(=CC=C(C=C1)C(C(=O)O)(CC=C)C1=CC=C(C=C1)C)C (2,2-bis(p-tolyl)-4-pentenoic acid). As a reaction SMILES: [C:1]1([CH3:21])[CH:6]=[CH:5][C:4]([CH:7]([C:14]2[CH:19]=[CH:18][C:17]([CH3:20])=[CH:16][CH:15]=2)[C:8]([O:10]CC=C)=[O:9])=[CH:3][CH:2]=1.[H-].[Na+].Cl.[C:25]1(C)[CH:30]=CC=C[CH:26]=1>>[C:17]1([CH3:20])[CH:18]=[CH:19][C:14]([C:7]([C:4]2[CH:3]=[CH:2][C:1]([CH3:21])=[CH:6][CH:5]=2)([CH2:30][CH:25]=[CH2:26])[C:8]([OH:10])=[O:9])=[CH:15][CH:16]=1 |f:1.2|. Reported procedure: A solution of allyl 2,2-bis(p-tolyl)acetate (8.00 g) in toluene (40 ml) was added dropwise to a suspension of sodium hydride (60% dispersion in mineral oil) (1.6 g) in toluene (30 ml) at 130° C. under nitrogen atmosphere, and the mixture was refluxed for 6 hours. After being cooled, the mixture was poured into cooled 1N hydrochloric acid, and extracted with ethyl acetate. The extract was washed with brine, dried over magnesium sulfate, and evaporated in vacuo to give 2,2-bis(p-tolyl)-4-pentenoic...